Dataset: the Open Reaction Database (ORD), a public repository of structured organic reaction records. Task: describe an organic reaction: reactants, conditions, products, and yield The reactants are O=C([O-])O, COc1ccc2c(c1)CCC2C(C)C(=O)O, CI, [Na+], CN(C)C=O, O. Product: COC(=O)C(C)C1CCc2cc(OC)ccc21. Reaction SMILES: [C:17](=[O:18])([OH:19])[O-:20].[CH3:1][O:2][c:3]1[cH:4][c:5]2[c:9]([cH:10][cH:11]1)[CH:8]([CH:12]([C:13](=[O:14])[OH:15])[CH3:16])[CH2:7][CH2:6]2.[I:22][CH3:23].[Na+:21].[O:25]=[CH:26][N:27]([CH3:28])[CH3:29].[OH2:24]>>[CH3:1][O:2][c:3]1[cH:4][c:5]2[c:9]([cH:10][cH:11]1)[CH:8]([CH:12]([C:13](=[O:14])[O:15][CH3:17])[CH3:16])[CH2:7][CH2:6]2. The reactants are ClC=1C=C(C=CC1Cl)CC(=O)O (2-(3,4-dichlorophenyl)acetic acid), C(CCl)Cl (EDC), C=1C=CC2=C(C1)N=NN2O (HOBT), O=C1NC2=CC=C(C=C2C=C1)OCC(=O)NN (2-((2-oxo-1,2-dihydroquinolin-6-yl)oxy)acetohydrazide). The solvent is CN(C)C=O (DMF). Run at time 10 minute. The product is ClC=1C=C(C=CC1Cl)CC(=O)NNC(COC=1C=C2C=CC(NC2=CC1)=O)=O (2-(3,4-dichlorophenyl)-N′-(2-((2-oxo-1,2-dihydroquinolin-6-yl)oxy)acetyl)acetohydrazide). The yield is 77.7%. Reaction SMILES: [Cl:1][C:2]1[CH:3]=[C:4]([CH2:9][C:10]([OH:12])=O)[CH:5]=[CH:6][C:7]=1[Cl:8].C(Cl)CCl.C1C=CC2N(O)N=NC=2C=1.[O:27]=[C:28]1[CH:37]=[CH:36][C:35]2[C:30](=[CH:31][CH:32]=[C:33]([O:38][CH2:39][C:40]([NH:42][NH2:43])=[O:41])[CH:34]=2)[NH:29]1>CN(C=O)C>[Cl:1][C:2]1[CH:3]=[C:4]([CH2:9][C:10]([NH:43][NH:42][C:40](=[O:41])[CH2:39][O:38][C:33]2[CH:34]=[C:35]3[C:30](=[CH:31][CH:32]=2)[NH:29][C:28](=[O:27])[CH:37]=[CH:36]3)=[O:12])[CH:5]=[CH:6][C:7]=1[Cl:8]. Reported procedure: To a stirred solution of 2-(3,4-dichlorophenyl)acetic acid (0.440 g, 2.144 mmol) in DMF (15 mL), EDC (0.616 g, 3.22 mmol) and HOBT (0.328 g, 2.144 mmol) were added. The reaction mixture was stirred at room temperature for 10 min. To this suspension was added 2-((2-oxo-1,2-dihydroquinolin-6-yl)oxy)acetohydrazide (0.5 g, 2.144 mmol) and the reaction was stirred at room temperature overnight. The reaction mixture was concentrated and ice cold water was added and stirred for 10 min. The solid which ...